This data is from the Open Reaction Database (ORD), a public repository of structured organic reaction records. The task is: describe an organic reaction: reactants, conditions, products, and yield Reactants: NC=1C=CC=C2CN(C(C12)=O)[C@H](CS(=O)(=O)C)C1=CC(=C(C=C1)OC)OCC ((1S)-7-amino-2-[1-(3-ethoxy-4-methoxyphenyl)-2-methanesulfonyl-ethyl]-2,3-dihydro-isoindol-1-one), COCC(=O)Cl (2-methoxyacetyl chloride), CO (methanol). Run in C1CCOC1 (THF). Yields the product C(C)OC=1C=C(C=CC1OC)[C@@H](CS(=O)(=O)C)N1C(C2=CC=CC(=C2C1=O)NC(COC)=O)=O ((1S)—N-{2-[1-(3-ethoxy-4-methoxyphenyl)-2-methanesulfonyl-ethyl]-1,3-dioxo-2,3-dihydro-1H-isoindol-4-yl}-2-methoxy-acetamide). Yield: 32.0%. RXN SMILES: [NH2:1][C:2]1[CH:3]=[CH:4][CH:5]=[C:6]2[C:10]=1[C:9](=[O:11])[N:8]([C@@H:12]([C:18]1[CH:23]=[CH:22][C:21]([O:24][CH3:25])=[C:20]([O:26][CH2:27][CH3:28])[CH:19]=1)[CH2:13][S:14]([CH3:17])(=[O:16])=[O:15])[CH2:7]2.[CH3:29][O:30][CH2:31][C:32](Cl)=[O:33].C[OH:36]>C1COCC1>[CH2:27]([O:26][C:20]1[CH:19]=[C:18]([C@H:12]([N:8]2[C:9](=[O:11])[C:10]3[C:6](=[CH:5][CH:4]=[CH:3][C:2]=3[NH:1][C:32](=[O:33])[CH2:31][O:30][CH3:29])[C:7]2=[O:36])[CH2:13][S:14]([CH3:17])(=[O:15])=[O:16])[CH:23]=[CH:22][C:21]=1[O:24][CH3:25])[CH3:28]. Reported procedure: A solution of (1S)-7-amino-2-[1-(3-ethoxy-4-methoxyphenyl)-2-methanesulfonyl-ethyl]-2,3-dihydro-isoindol-1-one (0.5 g, 1.2 mmol) and 2-methoxyacetyl chloride (0.3 mL, 3.2 mmol) in THF (6 mL) was heated to reflux for 17 hours. To the mixture was added methanol (5 mL). The solvent was removed in vacuo to give a solid, which was purified with Prep HPLC to give (1S)—N-{2-[1-(3-ethoxy-4-methoxyphenyl)-2-methanesulfonyl-ethyl]-1,3-dioxo-2,3-dihydro-1H-isoindol-4-yl}-2-methoxy-acetamide as an off-white...